Dataset: the Open Reaction Database (ORD), a public repository of structured organic reaction records. Task: describe an organic reaction: reactants, conditions, products, and yield Reactants: C(C)(C)(C)OC(=O)N[C@@H]1CN(CCC1)C(=O)OCC1=CC=CC=C1 ((S)-benzyl 3-(tert-butoxycarbonylamino)piperidine-1-carboxylate), dioxane. HCl, C(=O)([O-])[O-].[Na+].[Na+] (Na2CO3). The solvent is O (water), O1CCOCC1 (1,4-dioxane). Reaction conditions: time 1 hour. Yields the product C(C)N[C@@H]1CN(CCC1)C(=O)OCC1=CC=CC=C1 ((S)-benzyl 3-(ethylamino)piperidine-1-carboxylate). Yield: 92.0%. As a reaction SMILES: C(O[C:6]([NH:8][C@H:9]1[CH2:14][CH2:13][CH2:12][N:11]([C:15]([O:17][CH2:18][C:19]2[CH:24]=[CH:23][CH:22]=[CH:21][CH:20]=2)=[O:16])[CH2:10]1)=O)(C)(C)C.[C:25]([O-])([O-])=O.[Na+].[Na+]>O1CCOCC1.O>[CH2:6]([NH:8][C@H:9]1[CH2:14][CH2:13][CH2:12][N:11]([C:15]([O:17][CH2:18][C:19]2[CH:24]=[CH:23][CH:22]=[CH:21][CH:20]=2)=[O:16])[CH2:10]1)[CH3:25] |f:1.2.3|. Procedure: A solution of (S)-benzyl 3-(tert-butoxycarbonylamino)piperidine-1-carboxylate (300 mg, 0.82 mmol) in 1,4-dioxane (2.5 mL) was treated with dioxane. HCl (5 mL) and the solution was stirred at rt 1 h. The solvent was reduced in vacuo to afford a residue which was then dissolved in water (5 mL). The aqueous solution was treated with solid Na2CO3 and the aqueous solution was extracted with EtOAc (3×15 mL). The combined organic layer was dried over Na2SO4, concentrated in vacuo to yield titled interm...